This data is from the Open Reaction Database (ORD), a public repository of structured organic reaction records. The task is: describe an organic reaction: reactants, conditions, products, and yield Starting materials: ClC1=NC2=CC=CC=C2C=C1C=C1C(NC(S1)=O)=O (2-Chloro-3-(2,4-dioxothiazolidin-5-ylidene-methyl)quinoline), C1(=CC=CC=C1)S (thiophenol), C(C)OC(C)O (ethoxyethanol). Run in CCOCC (ether). Product: C1(=CC=CC=C1)SC1=NC2=CC=CC=C2C=C1C=C1C(NC(S1)=O)=O (2-Phenylthio-3-(2,4-dioxothiazolidin-5-ylidene-methyl)quinoline). Yield: 36.0%. Reaction SMILES: Cl[C:2]1[C:11]([CH:12]=[C:13]2[S:17][C:16](=[O:18])[NH:15][C:14]2=[O:19])=[CH:10][C:9]2[C:4](=[CH:5][CH:6]=[CH:7][CH:8]=2)[N:3]=1.[C:20]1([SH:26])[CH:25]=[CH:24][CH:23]=[CH:22][CH:21]=1.C(OC(O)C)C>CCOCC>[C:20]1([S:26][C:2]2[C:11]([CH:12]=[C:13]3[S:17][C:16](=[O:18])[NH:15][C:14]3=[O:19])=[CH:10][C:9]3[C:4](=[CH:5][CH:6]=[CH:7][CH:8]=3)[N:3]=2)[CH:25]=[CH:24][CH:23]=[CH:22][CH:21]=1. Procedure: 2-Chloro-3-(2,4-dioxothiazolidin-5-ylidene-methyl)quinoline and thiophenol (1.2 eq) were mixed with ethoxyethanol and heated to reflux under N2 for 2 hours. The reaction mixture was allowed to cool to RT, ether was added and bright-yellow precipitate was filtered off, washed several times with ether, air dried for 24 hrs at RT to give pure product (Yield-36%). The reactants are C([O-])(O)=O.[Na+] (sodium bicarbonate), S(=O)(Cl)Cl (thionyl chloride), C(C1=CC=CC=C1)N1C=C(C2=CC=CC=C12)S(=O)C1=CC=CC=C1 (1-benzyl-3-phenylsulfinylindole). The solvent is ClCCl (dichloromethane), ClCCl (dichloromethane). Conditions: temperature 0 celsius. Yields the product C(C1=CC=CC=C1)N1C(=C(C2=CC=CC=C12)SC1=CC=CC=C1)Cl (1-Benzyl-2-chloro-3-phenylthioindole). Reaction SMILES: S(Cl)([Cl:3])=O.[CH2:5]([N:12]1[C:20]2[C:15](=[CH:16][CH:17]=[CH:18][CH:19]=2)[C:14]([S:21]([C:23]2[CH:28]=[CH:27][CH:26]=[CH:25][CH:24]=2)=O)=[CH:13]1)[C:6]1[CH:11]=[CH:10][CH:9]=[CH:8][CH:7]=1.C(=O)(O)[O-].[Na+]>ClCCl>[CH2:5]([N:12]1[C:20]2[C:15](=[CH:16][CH:17]=[CH:18][CH:19]=2)[C:14]([S:21][C:23]2[CH:28]=[CH:27][CH:26]=[CH:25][CH:24]=2)=[C:13]1[Cl:3])[C:6]1[CH:11]=[CH:10][CH:9]=[CH:8][CH:7]=1 |f:2.3|. Procedure details: A solution of thionyl chloride (0.03 ml, 0.054 g, 0.45 mmol) in dry dichloromethane (5 ml) was added dropwise to a stirred solution of 1-benzyl-3-phenylsulfinylindole (0.150 g, 0.45 mmol) in dry dichloromethane (20 ml), containing suspended sodium bicarbonate (1 g), maintained at 0° C. One half hour after the addition was completed the reaction was quenched with a saturated solution of aqueous sodium bicarbonate. The organic phase was separated, combined with a dichloromethane extract of the aqu... Reactants: BrCCOCCN1S(N(C2=C1C=CC=C2)C2=C(C=C(C=C2)F)F)(=O)=O (1-[2-(2-bromoethoxy)ethyl]-3-(2,4-difluorophenyl)-1,3-dihydro-2,1,3-benzothiadiazole 2,2-dioxide), CNC (dimethylamine). Solvent: C(C)O (ethanol). Yields the product FC1=C(C=CC(=C1)F)N1S(N(C2=C1C=CC=C2)CCOCCN(C)C)(=O)=O (2-{2-[3-(2,4-difluorophenyl)-2,2-dioxido-2,1,3-benzothiadiazol-1(3H)-yl]ethoxy}-N,N-dimethylethanamine). As a reaction SMILES: Br[CH2:2][CH2:3][O:4][CH2:5][CH2:6][N:7]1[C:11]2[CH:12]=[CH:13][CH:14]=[CH:15][C:10]=2[N:9]([C:16]2[CH:21]=[CH:20][C:19]([F:22])=[CH:18][C:17]=2[F:23])[S:8]1(=[O:25])=[O:24].[CH3:26][NH:27][CH3:28]>C(O)C>[F:23][C:17]1[CH:18]=[C:19]([F:22])[CH:20]=[CH:21][C:16]=1[N:9]1[C:10]2[CH:15]=[CH:14][CH:13]=[CH:12][C:11]=2[N:7]([CH2:6][CH2:5][O:4][CH2:3][CH2:2][N:27]([CH3:28])[CH3:26])[S:8]1(=[O:25])=[O:24]. Reported procedure: In an analogous manner to general procedure V, 1-[2-(2-bromoethoxy)ethyl]-3-(2,4-difluorophenyl)-1,3-dihydro-2,1,3-benzothiadiazole 2,2-dioxide (0.53 g, 1.2 mmol) was treated with 33% dimethylamine in ethanol to give 2-{2-[3-(2,4-difluorophenyl)-2,2-dioxido-2,1,3-benzothiadiazol-1(3H)-yl]ethoxy}-N,N-dimethylethanamine which was treated with 1N hydrochloric acid in ether to give its hydrochloride salt as a white solid (0.157 g, 30%). MS (ES) m/z 397.9 ([M+H]+). HPLC retention time: 7.1 min. Reactants: CC(C)(C)C(=O)Oc1cccc2ccccc12 (substrate), CC(=O)c1ccc(C(F)(F)F)cc1 (effective_coupling_partner). The reagents and catalysts are dcypt. Run at temperature 150 celsius, time 24 hour. The product is O=C(Cc1cccc2ccccc12)c3ccc(C(F)(F)F)cc3. RXN SMILES: Br[C:2]([CH3:24])([CH3:23])[C:3]([NH:5][CH2:6][CH:7]([C:9]1[CH:14]=[CH:13][C:12]([O:15][CH3:16])=[C:11]([O:17][CH:18]2[CH2:22][CH2:21][CH2:20][CH2:19]2)[CH:10]=1)[OH:8])=[O:4].[H-].[Na+].O>CN(C)C=O>[CH:18]1([O:17][C:11]2[CH:10]=[C:9]([CH:7]3[O:8][C:2]([CH3:24])([CH3:23])[C:3](=[O:4])[NH:5][CH2:6]3)[CH:14]=[CH:13][C:12]=2[O:15][CH3:16])[CH2:22][CH2:21][CH2:20][CH2:19]1 |f:1.2|. The solvent is CN(C=O)C (dimethylformamide). Procedure: A crude product (1.03 g) of 2-(2-bromo-2-methylpropionamido)-1-(3-cyclopentyloxy-4-methoxyphenyl)ethanol and sodium hydride (60%) (0.23 g) were stirred in dry dimethylformamide (40 ml) at room temperature for one night. Water was added to the reaction solution obtained and the solution was extracted with ethyl acetate. Next, the extract was washed several times with water and was dried over anhydrous sodium sulfate, then the solvent was evaporated in vacuo to obtain a crude product. The crude pr... Product: C1(CCCC1)OC=1C=C(C=CC1OC)C1CNC(C(O1)(C)C)=O (2-(3-cyclopentyloxy-4-methoxyphenyl)-6,6-dimethylmorpholin-5-one). The reactants are O (Water), crude product, BrC(C(=O)NCC(O)C1=CC(=C(C=C1)OC)OC1CCCC1)(C)C (2-(2-bromo-2-methylpropionamido)-1-(3-cyclopentyloxy-4-methoxyphenyl)ethanol), [H-].[Na+] (sodium hydride). Isolated yield 21.1%. Starting materials: Cl (HCl), CN(C1CN(CCOC1)C(=O)OC(C)(C)C)C=1C2=C(N=CN1)N(C=C2)S(=O)(=O)C2=CC=C(C)C=C2 (tert-butyl 6-(methyl-(7-tosyl-7H-pyrrolo[2,3-d]pyrimidin-4-yl)amino)-1,4-oxazepane-4-carboxylate), Cl (HCl), C([O-])([O-])=O (carbonate). Solvent: O1CCOCC1 (1,4-dioxane), C(Cl)Cl (DCM), CO (MeOH), O1CCOCC1 (1,4-Dioxane), CO (MeOH). Run at time 24 hour. Yields the product CN(C1CNCCOC1)C=1C2=C(N=CN1)N(C=C2)S(=O)(=O)C2=CC=C(C)C=C2 (N-methyl-N-(7-tosyl-7H-pyrrolo[2,3-d]pyrimidin-4-yl)-1,4-oxazepan-6-amine). Isolated yield 110.5%. RXN SMILES: [CH3:1][N:2]([C:17]1[C:18]2[CH:25]=[CH:24][N:23]([S:26]([C:29]3[CH:35]=[CH:34][C:32]([CH3:33])=[CH:31][CH:30]=3)(=[O:28])=[O:27])[C:19]=2[N:20]=[CH:21][N:22]=1)[CH:3]1[CH2:9][O:8][CH2:7][CH2:6][N:5](C(OC(C)(C)C)=O)[CH2:4]1.Cl.C(=O)([O-])[O-]>CO.O1CCOCC1.C(Cl)Cl>[CH3:1][N:2]([C:17]1[C:18]2[CH:25]=[CH:24][N:23]([S:26]([C:29]3[CH:35]=[CH:34][C:32]([CH3:33])=[CH:31][CH:30]=3)(=[O:28])=[O:27])[C:19]=2[N:20]=[CH:21][N:22]=1)[CH:3]1[CH2:9][O:8][CH2:7][CH2:6][NH:5][CH2:4]1. Reported procedure: A solution of tert-butyl 6-(methyl-(7-tosyl-7H-pyrrolo[2,3-d]pyrimidin-4-yl)amino)-1,4-oxazepane-4-carboxylate (0.142 g, 0.283 mmole) 107.4 in MeOH (5 mL) was treated with 4 M HCl in 1,4-Dioxane (0.28 mL (1.13 mmol) and stirred at rt for 24 hr. An additional of 4 M HCl in 1,4-dioxane (0.4 mL) was added and the mixture stirred for an additional 24 hr and then heated at 50° C. for 2 hours. The mixture was cooled to rt and concentrated in vacuo to give a residue was dissolved in DCM (10 mL) and 5 m... Starting materials: BrCCCC1N(CCCC1)C(=O)OCC1=CC=CC=C1 (Phenylmethyl 2-(3-bromopropyl)-1-piperidinecarboxylate), OCCCCCC1CCN(CC1)C(=O)OCC1=CC=CC=C1 (phenylmethyl 4-(5-hydroxypentyl)-1-piperidinecarboxylate). Yields the product BrCCCCCC1CCN(CC1)C(=O)OCC1=CC=CC=C1 (Phenylmethyl 4-(5-bromopentyl)-1-piperidinecarboxylate). Procedure details: Prepared similarly to Intermediate 30 from phenylmethyl 4-(5-hydroxypentyl)-1-piperidinecarboxylate. Reaction SMILES: [Br:1]CCCC1CCCCN1C(OCC1C=CC=CC=1)=O.O[CH2:22][CH2:23][CH2:24][CH2:25][CH2:26][CH:27]1[CH2:32][CH2:31][N:30]([C:33]([O:35][CH2:36][C:37]2[CH:42]=[CH:41][CH:40]=[CH:39][CH:38]=2)=[O:34])[CH2:29][CH2:28]1>>[Br:1][CH2:22][CH2:23][CH2:24][CH2:25][CH2:26][CH:27]1[CH2:32][CH2:31][N:30]([C:33]([O:35][CH2:36][C:37]2[CH:42]=[CH:41][CH:40]=[CH:39][CH:38]=2)=[O:34])[CH2:29][CH2:28]1. Reactants: C(C1=CC=CC=C1)OC(=O)NC1=CN=C(N(C1=O)CC(=O)O)C1=CC=C(C=C1)F ([5-benzyloxycarbonylamino-2-(4-fluorophenyl)-6-oxo-1,6-dihydro-1-pyrimidinyl]acetic acid), NC(C(C(F)(F)F)O)CC1=CC=CC=C1 (3-amino-1,1,1-trifluoro-4-phenyl-2-butanol), CCN=C=NCCCN(C)C.Cl (WSCI hydrochloride), C=1C=CC2=C(C1)N=NN2O (HOBT). Solvent: CN(C)C=O (DMF). Yields the product C(C1=CC=CC=C1)OC(=O)NC1=CN=C(N(C1=O)CC(=O)NC(C(C(F)(F)F)O)CC1=CC=CC=C1)C1=CC=C(C=C1)F (2-[5-Benzyloxycarbonylamino-2-(4-fluorophenyl)-6-oxo-1,6-dihydro-1-pyrimidyl]-N-(1-benzyl-3,3,3-trifluoro-2-hydroxypropyl)acetamide), C(C1=CC=CC=C1)OC(=O)NC1=CN=C(N(C1=O)CC(=O)NC(C(C(F)(F)F)=O)CC1=CC=CC=C1)C1=CC=C(C=C1)F (2-[5-benzyloxycarbonylamino-2-(4-fluorophenyl)-6-oxo-1,6-dihydro-1-pyrimidyl]-N-(1-benzyl-3,3,3-trifluoro-2-oxopropyl)acetamide), target compound. Isolated yield 93.0%. Reaction SMILES: [CH2:1]([O:8][C:9]([NH:11][C:12]1[C:17](=[O:18])[N:16]([CH2:19][C:20](O)=[O:21])[C:15]([C:23]2[CH:28]=[CH:27][C:26]([F:29])=[CH:25][CH:24]=2)=[N:14][CH:13]=1)=[O:10])[C:2]1[CH:7]=[CH:6][CH:5]=[CH:4][CH:3]=1.[NH2:30][CH:31]([CH2:38][C:39]1[CH:44]=[CH:43][CH:42]=[CH:41][CH:40]=1)[CH:32]([OH:37])[C:33]([F:36])([F:35])[F:34].CCN=C=NCCCN(C)C.Cl.C1C=CC2N(O)N=NC=2C=1>CN(C=O)C>[CH2:1]([O:8][C:9]([NH:11][C:12]1[C:17](=[O:18])[N:16]([CH2:19][C:20]([NH:30][CH:31]([CH2:38][C:39]2[CH:44]=[CH:43][CH:42]=[CH:41][CH:40]=2)[CH:32]([OH:37])[C:33]([F:34])([F:35])[F:36])=[O:21])[C:15]([C:23]2[CH:24]=[CH:25][C:26]([F:29])=[CH:27][CH:28]=2)=[N:14][CH:13]=1)=[O:10])[C:2]1[CH:3]=[CH:4][CH:5]=[CH:6][CH:7]=1.[CH2:1]([O:8][C:9]([NH:11][C:12]1[C:17](=[O:18])[N:16]([CH2:19][C:20]([NH:30][CH:31]([CH2:38][C:39]2[CH:44]=[CH:43][CH:42]=[CH:41][CH:40]=2)[C:32](=[O:37])[C:33]([F:35])([F:36])[F:34])=[O:21])[C:15]([C:23]2[CH:24]=[CH:25][C:26]([F:29])=[CH:27][CH:28]=2)=[N:14][CH:13]=1)=[O:10])[C:2]1[CH:3]=[CH:4][CH:5]=[CH:6][CH:7]=1 |f:2.3|. Procedure: 2-[5-Benzyloxycarbonylamino-2-(4-fluorophenyl)-6-oxo-1,6-dihydro-1-pyrimidyl]-N-(1-benzyl-3,3,3-trifluoro-2-hydroxypropyl)acetamide was synthesized in the same manner as in Example 1. That is, [5-benzyloxycarbonylamino-2-(4-fluorophenyl)-6-oxo-1,6-dihydro-1-pyrimidinyl]acetic acid (title compound in Reference Example 3, mixture with benzyl alcohol, 1.90 g, 4.48 mmol) was treated with 3-amino-1,1,1-trifluoro-4-phenyl-2-butanol (title compound in Reference Example 1, 1.00 g, 4.56 mmol), WSCI hydro...